Dataset: the Open Reaction Database (ORD), a public repository of structured organic reaction records. Task: describe an organic reaction: reactants, conditions, products, and yield The reactants are N1=C(Cl)N=C(Cl)N=C1Cl (Cyanuric chloride), Cl.CN (methylamine hydrochloride). Reagents/catalysts: CCN(C(C)C)C(C)C (DIPEA). The solvent is C1CCOC1 (THF). Run at temperature -70 celsius, time 1 hour. The product is ClC1=NC(=NC(=N1)Cl)NC (4,6-dichloro-N-methyl-1,3,5-triazin-2-amine). Yield: 97.7%. As a reaction SMILES: [N:1]1[C:8]([Cl:9])=[N:7][C:5](Cl)=[N:4][C:2]=1[Cl:3].Cl.[CH3:11][NH2:12]>C1COCC1.CCN(C(C)C)C(C)C>[Cl:9][C:8]1[N:1]=[C:2]([Cl:3])[N:4]=[C:5]([NH:12][CH3:11])[N:7]=1 |f:1.2|. Procedure: Cyanuric chloride (10 g, 54.3 mmol, 1 equiv.) was dissolved in THF (200 mL) and cooled to −70° C. DIPEA (36.3 mL, 1.42 mmol, 2 equiv.) and methylamine hydrochloride (3.7 g, 1 equiv.) were added to the reaction mixture, which was stirred 2 h at −70° C. and 1 h at rt. The THF was removed under reduced pressure and the remaining material was taken up in DCM and washed with water. The organic layer was dried with MgSO4 and the DCM removed to give a colourless powder (9.5 g, 97%). The reactants are COc1cccc(OC)c1-c1ccc(S(=O)(=O)NC(C)(C)CC(C)(C)C)cn1, ClCCl, O=C(O)C(F)(F)F. The product is COc1cccc(OC)c1-c1ccc(S(N)(=O)=O)cn1. RXN SMILES: [CH3:8][C:9]([CH3:10])([CH2:11][C:12]([CH3:13])([CH3:14])[CH3:15])[NH:16][S:17](=[O:18])(=[O:19])[c:20]1[cH:21][n:22][c:23](-[c:26]2[c:27]([O:34][CH3:35])[cH:28][cH:29][cH:30][c:31]2[O:32][CH3:33])[cH:24][cH:25]1.[Cl:36][CH2:37][Cl:38].[OH:1][C:2]([C:3]([F:4])([F:5])[F:6])=[O:7]>>[NH2:16][S:17](=[O:18])(=[O:19])[c:20]1[cH:21][n:22][c:23](-[c:26]2[c:27]([O:34][CH3:35])[cH:28][cH:29][cH:30][c:31]2[O:32][CH3:33])[cH:24][cH:25]1. Reactants: CC(=O)OCC12CCC(OC(C)=O)CC1CCC1C2CCC2(C)C(OC(=O)C(C)(C)C)CCC12O, O=S(Cl)Cl, c1ccncc1. The product is CC(=O)OCC12CCC(OC(C)=O)CC1CCC1C3=CCC(OC(=O)C(C)(C)C)C3(C)CCC12. As a reaction SMILES: [C:1]([CH3:2])(=[O:3])[O:4][CH:5]1[CH2:6][CH:7]2[CH2:8][CH2:9][CH:10]3[C:11]4([OH:35])[CH2:12][CH2:13][CH:14]([O:28][C:29]([C:30]([CH3:31])([CH3:32])[CH3:33])=[O:34])[C:15]4([CH3:16])[CH2:17][CH2:18][CH:19]3[C:20]2([CH2:23][O:24][C:25]([CH3:26])=[O:27])[CH2:21][CH2:22]1.[S:36]([Cl:37])([Cl:38])=[O:39].[cH:40]1[cH:41][cH:42][n:43][cH:44][cH:45]1>>[C:1]([CH3:2])(=[O:3])[O:4][CH:5]1[CH2:6][CH:7]2[CH2:8][CH2:9][CH:10]3[C:11]4=[CH:12][CH2:13][CH:14]([O:28][C:29]([C:30]([CH3:31])([CH3:32])[CH3:33])=[O:34])[C:15]4([CH3:16])[CH2:17][CH2:18][CH:19]3[C:20]2([CH2:23][O:24][C:25]([CH3:26])=[O:27])[CH2:21][CH2:22]1. Starting materials: N1=NC(C=2C1=NC=NC2)=O (pyrazolo[3,4-d]pyrimidinone), CN(C)P(=O)(N(C)C)N(C)C.C1CC(=O)N(C1=O)Br (HMPT NBS), OH, [Li+].[Br-] (LiBr). The solvent is C(C)#N (acetonitrile). The product is Compound 11, N1CCOCC1 (morpholine), C(CCC)N (butylamine), N1CCCCC1 (piperidine). Isolated yield 44.0%. RXN SMILES: N1[C:5]2=[N:6][CH:7]=N[CH:9]=[C:4]2[C:3](=O)N=1.[CH3:11][N:12](P(N(C)C)(N(C)C)=O)[CH3:13].[CH2:22]1[C:27](=O)[N:26](Br)[C:24](=[O:25])[CH2:23]1.[Li+].[Br-]>C(#N)C>[NH:6]1[CH2:5][CH2:4][O:25][CH2:24][CH2:7]1.[CH2:24]([NH2:26])[CH2:23][CH2:22][CH3:27].[NH:12]1[CH2:13][CH2:9][CH2:4][CH2:3][CH2:11]1 |f:1.2,3.4|. Reported procedure: Reaction of 5 with formamide in excess at 190° C. for 8 h afforded the pyrazolo[3,4-d]pyrimidinone 10 which was purified by dissolving the crude in 2M NaOH, boiling with coal, followed by precipitation with acetic acid (yield 70%, m.p. 271-272° C.). Compound 11 was prepared in a yield of 44% following the Beal and Véliz9 procedure by treatment of 10 with a mixture of HMPT/NBS in acetonitrile at −20° C. followed by addition of LiBr and refluxing. It is interesting to point out that the secondary ... Reactants: BrC=1C=CC(=C(C1)C(C(=O)NCC1=CC=C(C=C1)C#N)OC)F ((RS)-2-(5-bromo-2-fluoro-phenyl)-N-(4-cyano-benzyl)-2-methoxy-acetamide), C1(=CC=CC=C1)B(O)O (phenylboronic acid). Procedure: In analogy to example 57.1, (RS)-2-(5-bromo-2-fluoro-phenyl)-N-(4-cyano-benzyl)-2-methoxy-acetamide (example 75.2) was reacted with phenylboronic acid to give (RS)-N-(4-cyano-benzyl)-2-(4-fluoro-biphenyl-3-yl)-2-methoxy-acetamide. Off-white solid. MS 374.1 (M). Product: C(#N)C1=CC=C(CNC(C(OC)C=2C=C(C=CC2F)C2=CC=CC=C2)=O)C=C1 ((RS)-N-(4-cyano-benzyl)-2-(4-fluoro-biphenyl-3-yl)-2-methoxy-acetamide). RXN SMILES: Br[C:2]1[CH:3]=[CH:4][C:5]([F:23])=[C:6]([CH:8]([O:21][CH3:22])[C:9]([NH:11][CH2:12][C:13]2[CH:18]=[CH:17][C:16]([C:19]#[N:20])=[CH:15][CH:14]=2)=[O:10])[CH:7]=1.[C:24]1(B(O)O)[CH:29]=[CH:28][CH:27]=[CH:26][CH:25]=1>>[C:19]([C:16]1[CH:17]=[CH:18][C:13]([CH2:12][NH:11][C:9](=[O:10])[CH:8]([C:6]2[CH:7]=[C:2]([C:24]3[CH:29]=[CH:28][CH:27]=[CH:26][CH:25]=3)[CH:3]=[CH:4][C:5]=2[F:23])[O:21][CH3:22])=[CH:14][CH:15]=1)#[N:20]. Reactants: ClCCl, CCC(C)Cc1nc2cc(C)c(C)cc2n1Cc1ccc(-c2ccccc2C(=O)OC(C)(C)C)cc1, O=C(O)C(F)(F)F. Yields the product CCC(C)Cc1nc2cc(C)c(C)cc2n1Cc1ccc(-c2ccccc2C(=O)O)cc1. RXN SMILES: [CH2:44]([Cl:45])[Cl:46].[CH3:1][CH:2]([CH2:3][c:4]1[n:5][c:6]2[c:7]([n:8]1[CH2:9][c:10]1[cH:11][cH:12][c:13](-[c:16]3[c:17]([C:22](=[O:23])[O:24][C:25]([CH3:26])([CH3:27])[CH3:28])[cH:18][cH:19][cH:20][cH:21]3)[cH:14][cH:15]1)[cH:29][c:30]([CH3:34])[c:31]([CH3:33])[cH:32]2)[CH2:35][CH3:36].[OH:37][C:38]([C:39]([F:40])([F:41])[F:42])=[O:43]>>[CH3:1][CH:2]([CH2:3][c:4]1[n:5][c:6]2[c:7]([n:8]1[CH2:9][c:10]1[cH:11][cH:12][c:13](-[c:16]3[c:17]([C:22](=[O:23])[OH:24])[cH:18][cH:19][cH:20][cH:21]3)[cH:14][cH:15]1)[cH:29][c:30]([CH3:34])[c:31]([CH3:33])[cH:32]2)[CH2:35][CH3:36].